This data is from the Open Reaction Database (ORD), a public repository of structured organic reaction records. The task is: describe an organic reaction: reactants, conditions, products, and yield Starting materials: FC(C(=O)O)(F)F (trifluoroacetic acid), [OH-].[K+] (potassium hydroxide), C1(CCCC1)C(C)NC1=CC=C(C(=O)C(C(=O)OC(C)(C)C)C(=O)OCC)C=C1 (tert-butyl ethyl 4-(1-cyclopentylethylamino)benzoylmalonate). Conditions: time 3 hour. Yields the product C1(CCCC1)C(C)NC1=CC=C(C(=O)CC(=O)OCC)C=C1 (ethyl 4-(1-cyclopentylethylamino)-benzoylacetate). Reaction SMILES: FC(F)(F)C(O)=O.[OH-].[K+].[CH:10]1([CH:15]([NH:17][C:18]2[CH:38]=[CH:37][C:21]([C:22]([CH:24](C(OCC)=O)[C:25]([O:27][C:28](C)(C)[CH3:29])=[O:26])=[O:23])=[CH:20][CH:19]=2)[CH3:16])[CH2:14][CH2:13][CH2:12][CH2:11]1>>[CH:10]1([CH:15]([NH:17][C:18]2[CH:19]=[CH:20][C:21]([C:22]([CH2:24][C:25]([O:27][CH2:28][CH3:29])=[O:26])=[O:23])=[CH:37][CH:38]=2)[CH3:16])[CH2:14][CH2:13][CH2:12][CH2:11]1 |f:1.2|. Procedure: A solution of 3.0 g. tert-butyl ethyl 4-(1-cyclopentylethylamino)benzoylmalonate 10 ml. of trifluoroacetic acid is warmed with stirring for 3 hours. The solution is poured onto ice and neutralized with potassium hydroxide. The resulting precipitate is collected by filtration, washed with water and dried. Recrystallization from chloroform affords ethyl 4-(1-cyclopentylethylamino)-benzoylacetate. The reactants are C(C)N(CCNC(=O)C1=CC=C(N)C=C1)CC (4-{N-[2-(diethylamino)ethyl]carbamoyl}aniline), N(C1=CC=CC=C1)C1=NC(=NC=C1Br)Cl (4-anilino-5-bromo-2-chloropyrimidine). Product: N(C1=CC=CC=C1)C1=NC(=NC=C1Br)NC1=CC=C(C=C1)C(NCCN(CC)CC)=O (4-Anilino-5-bromo-2-{4-{N-[2-(diethylamino)ethyl]carbamoyl}anilino}pyrimidine). Reaction SMILES: [CH2:1]([N:3]([CH2:16][CH3:17])[CH2:4][CH2:5][NH:6][C:7]([C:9]1[CH:15]=[CH:14][C:12]([NH2:13])=[CH:11][CH:10]=1)=[O:8])[CH3:2].[NH:18]([C:25]1[C:30]([Br:31])=[CH:29][N:28]=[C:27](Cl)[N:26]=1)[C:19]1[CH:24]=[CH:23][CH:22]=[CH:21][CH:20]=1>>[NH:18]([C:25]1[C:30]([Br:31])=[CH:29][N:28]=[C:27]([NH:13][C:12]2[CH:11]=[CH:10][C:9]([C:7](=[O:8])[NH:6][CH2:5][CH2:4][N:3]([CH2:1][CH3:2])[CH2:16][CH3:17])=[CH:15][CH:14]=2)[N:26]=1)[C:19]1[CH:24]=[CH:23][CH:22]=[CH:21][CH:20]=1. Procedure details: Using an analogous method to that described in Example 103, but starting from 4-{N-[2-(diethylamino)ethyl]carbamoyl}aniline and 4-anilino-5-bromo-2-chloropyrimidine (Method 15), the product was obtained. NMR: 1.0 (t, 6H), 2.4 (m, 4H), 3.3 (m, 4H) 7.2 (t, 1H), 7.4 (t, 2H), 7.6 (t, 6H), 8.1 (bs, 1H), 8.2 (s, 1H), 8.7 (s, 1H), 9.6 (s, 1H); MS (MH+): 483, 485. Starting materials: ClC1=C(C=CC(=C1)NC1=C(C=CC=C1)CCO)C(=O)C1=C(C=CC=C1)C ((2-chloro-4-{[2-(2-hydroxyethyl)phenyl]amino}phenyl)(2-methylphenyl)methanone), O (water), CCOC(=O)C (EtOAc), C(C)(C)(C)OC(=O)ONC(C#N)C1=CC=CC=C1 ({[(tert-butoxycarbonyl)oxy]amino}(phenyl)acetonitrile). The solvent is C(C)N(CC)CC (triethylamine). Run at temperature 70 celsius, time 5 hour. Product: C(OC(C)(C)C)(OCCC1=C(C=CC=C1)NC1=CC(=C(C=C1)C(C1=C(C=CC=C1)C)=O)Cl)=O (tert-Butyl 2-(2-{[3-chloro-4-(2-methylbenzoyl)phenyl]amino}phenyl)ethyl carbonate). As a reaction SMILES: [Cl:1][C:2]1[CH:7]=[C:6]([NH:8][C:9]2[CH:14]=[CH:13][CH:12]=[CH:11][C:10]=2[CH2:15][CH2:16][OH:17])[CH:5]=[CH:4][C:3]=1[C:18]([C:20]1[CH:25]=[CH:24][CH:23]=[CH:22][C:21]=1[CH3:26])=[O:19].[C:27]([O:31][C:32](ONC(C1C=CC=CC=1)C#N)=[O:33])([CH3:30])([CH3:29])[CH3:28].O.CCOC(C)=O>C(N(CC)CC)C>[C:32](=[O:33])([O:17][CH2:16][CH2:15][C:10]1[CH:11]=[CH:12][CH:13]=[CH:14][C:9]=1[NH:8][C:6]1[CH:5]=[CH:4][C:3]([C:18](=[O:19])[C:20]2[CH:25]=[CH:24][CH:23]=[CH:22][C:21]=2[CH3:26])=[C:2]([Cl:1])[CH:7]=1)[O:31][C:27]([CH3:30])([CH3:29])[CH3:28]. Procedure: Compound 102 (200 mg) was dissolved in dry triethylamine (3.0 mL) and {[(tert-butoxycarbonyl)oxy]amino}(phenyl)acetonitrile (148 mg) was added. The solution was stirred at 70° C. for 5 h. The reaction mixture was cooled to room temperature and then poured into a mixture of water and EtOAc. The aqueous phase was extracted with more EtOAc (×2). The combined organic phases were washed with brine, dried (MgSO4), filtered and concentrated in vacuo. The crude product was purified by flash chromatograp... The reactants are COCCOCCOC, Cc1nc(Cl)c([N+](=O)[O-])c(NCCNC(=O)OC(C)(C)C)c1C, [H-], [Na+], O, Oc1ccccc1. Product: Cc1nc(Oc2ccccc2)c([N+](=O)[O-])c(NCCNC(=O)OC(C)(C)C)c1C. As a reaction SMILES: [CH3:34][O:35][CH2:36][CH2:37][O:38][CH2:39][CH2:40][O:41][CH3:42].[Cl:10][c:11]1[n:12][c:13]([CH3:32])[c:14]([CH3:31])[c:15]([NH:20][CH2:21][CH2:22][NH:23][C:24]([O:25][C:26]([CH3:27])([CH3:28])[CH3:29])=[O:30])[c:16]1[N+:17](=[O:18])[O-:19].[H-:8].[Na+:9].[OH2:33].[OH:1][c:2]1[cH:3][cH:4][cH:5][cH:6][cH:7]1>>[O:1]([c:2]1[cH:3][cH:4][cH:5][cH:6][cH:7]1)[c:11]1[n:12][c:13]([CH3:32])[c:14]([CH3:31])[c:15]([NH:20][CH2:21][CH2:22][NH:23][C:24]([O:25][C:26]([CH3:27])([CH3:28])[CH3:29])=[O:30])[c:16]1[N+:17](=[O:18])[O-:19]. Reaction SMILES: [CH3:1][O:2][C:3]1[CH:8]=[CH:7][C:6]([C:9]#[C:10][C:11]2[CH:12]=[N:13][CH:14]=[CH:15][C:16]=2[CH:17]=O)=[CH:5][CH:4]=1.Cl.[NH2:20][OH:21].C([O-])(=O)C.[Na+]>C(O)C.O>[CH3:1][O:2][C:3]1[CH:8]=[CH:7][C:6]([C:9]#[C:10][C:11]2[CH:12]=[N:13][CH:14]=[CH:15][C:16]=2[CH:17]=[N:20][OH:21])=[CH:5][CH:4]=1 |f:1.2,3.4|. Starting materials: Cl.NO (hydroxylamine hydrochloride), C(C)(=O)[O-].[Na+] (sodium acetate), COC1=CC=C(C=C1)C#CC=1C=NC=CC1C=O (3-(4-Methoxyphenylethynyl)-4-pyridinecarboxaldehyde). The solvent is O (water), C(C)O (ethanol). Procedure: 3-(4-Methoxyphenylethynyl)-4-pyridinecarboxaldehyde (4.965 g) was dissolved in ethanol (70 ml), a solution of hydroxylamine hydrochloride (2.179 g) and sodium acetate (3.429 g) in water (18 ml) was added thereto, and then the mixture was stirred at 70° C. overnight. After cooling as it was, the reaction mixture was evaporated and partitioned between ethyl acetate and water. The resulting organic layer was washed with water, dried (over MgSO4) and evaporated. The resulting residue was purified by... Conditions: temperature 70 celsius, time 8 hour. Yields the product COC1=CC=C(C=C1)C#CC=1C=NC=CC1C=NO (3-(4-methoxyphenylethynyl)-4-pyridine aldoxime). The yield is 89.5%. The reactants are C(CCCCCCC)C1=CC=C(C=C1)B(O)O (p-n-octylphenylboronic acid), [N+](=O)([O-])C1=CC=C(C=C1)I (4-nitroiodobenzene), O (Water). Reagents/catalysts: C=1C=CC(=CC1)[P](C=2C=CC=CC2)(C=3C=CC=CC3)[Pd]([P](C=4C=CC=CC4)(C=5C=CC=CC5)C=6C=CC=CC6)([P](C=7C=CC=CC7)(C=8C=CC=CC8)C=9C=CC=CC9)[P](C=1C=CC=CC1)(C=1C=CC=CC1)C=1C=CC=CC1 (Tetrakis(triphenylphosphine)palladium). Solvent: COCCOC (1,2-dimethoxyethane), C([O-])([O-])=O.[Na+].[Na+] (sodium carbonate). Product: [N+](=O)([O-])C1=CC=C(C=C1)C1=CC=C(C=C1)CCCCCCCC (4′-nitro-4-n-octyl-biphenyl). Isolated yield 95.0%. RXN SMILES: [CH2:1]([C:9]1[CH:14]=[CH:13][C:12](B(O)O)=[CH:11][CH:10]=1)[CH2:2][CH2:3][CH2:4][CH2:5][CH2:6][CH2:7][CH3:8].[N+:18]([C:21]1[CH:26]=[CH:25][C:24](I)=[CH:23][CH:22]=1)([O-:20])=[O:19].O>COCCOC.C(=O)([O-])[O-].[Na+].[Na+].C1C=CC([P]([Pd]([P](C2C=CC=CC=2)(C2C=CC=CC=2)C2C=CC=CC=2)([P](C2C=CC=CC=2)(C2C=CC=CC=2)C2C=CC=CC=2)[P](C2C=CC=CC=2)(C2C=CC=CC=2)C2C=CC=CC=2)(C2C=CC=CC=2)C2C=CC=CC=2)=CC=1>[N+:18]([C:21]1[CH:26]=[CH:25][C:24]([C:12]2[CH:11]=[CH:10][C:9]([CH2:1][CH2:2][CH2:3][CH2:4][CH2:5][CH2:6][CH2:7][CH3:8])=[CH:14][CH:13]=2)=[CH:23][CH:22]=1)([O-:20])=[O:19] |f:4.5.6,^1:44,46,65,84|. Reported procedure: Tetrakis(triphenylphosphine)palladium (0) (0.30 g, 0.26 mmol) and p-n-octylphenylboronic acid (1.0 g, 4.3 mmol) were sequentially added to a stirred solution of 4-nitroiodobenzene (0.87 g, 3.5 mmol) in 1,2-dimethoxyethane (13 mL) and aqueous sodium carbonate (2 M, 13 mL) under dry nitrogen. The stirred mixture was heated under reflux overnight and cooled. Water was added and the product was extracted into ether (30 3 mL) and the combined ethereal extracts were washed with brine and dried with Mg... Starting materials: CN1C(=O)C=CC1=O, CC(=O)O, O=C(Nc1ccc2cc[nH]c2c1)c1ccccc1. The product is CN1C(=O)CC(c2c[nH]c3cc(NC(=O)c4ccccc4)ccc23)C1=O. Reaction SMILES: [CH3:19][N:20]1[C:21](=[O:26])[CH:22]=[CH:23][C:24]1=[O:25].[CH3:27][C:28](=[O:29])[OH:30].[nH:1]1[cH:2][cH:3][c:4]2[cH:5][cH:6][c:7]([NH:10][C:11]([c:12]3[cH:13][cH:14][cH:15][cH:16][cH:17]3)=[O:18])[cH:8][c:9]12>>[nH:1]1[cH:2][c:3]([CH:22]2[C:21](=[O:26])[N:20]([CH3:19])[C:24](=[O:25])[CH2:23]2)[c:4]2[cH:5][cH:6][c:7]([NH:10][C:11]([c:12]3[cH:13][cH:14][cH:15][cH:16][cH:17]3)=[O:18])[cH:8][c:9]12.